From a dataset of the Open Reaction Database (ORD), a public repository of structured organic reaction records. describe an organic reaction: reactants, conditions, products, and yield Reactants: OC1=CC=C(C=C1)CC#N (4-hydroxyphenylacetonitrile), C=O (formaldehyde). Product: C(=O)C=1C=C(C=CC1O)CC#N (3-formyl-4-hydroxyphenylacetonitrile). Isolated yield 74.5%. RXN SMILES: [OH:1][C:2]1[CH:7]=[CH:6][C:5]([CH2:8][C:9]#[N:10])=[CH:4][CH:3]=1.[CH2:11]=[O:12]>>[CH:11]([C:3]1[CH:4]=[C:5]([CH2:8][C:9]#[N:10])[CH:6]=[CH:7][C:2]=1[OH:1])=[O:12]. Procedure details: Proceeding as in Reference 8, but substituting 4-hydroxyphenylacetonitrile (2.09 g, 15 mmol) and formaldehyde (3.6 g, 120 mmol) gave 3-formyl-4-hydroxyphenylacetonitrile (1.8 g). Starting materials: CO, C[O-], O=C(O)c1cccnc1Cl, [Na+]. The product is COc1ncccc1C(=O)O. As a reaction SMILES: [CH3:14][OH:15].[CH3:1][O-:2].[Cl:4][c:5]1[n:6][cH:7][cH:8][cH:9][c:10]1[C:11](=[O:12])[OH:13].[Na+:3]>>[CH3:1][O:2][c:5]1[n:6][cH:7][cH:8][cH:9][c:10]1[C:11](=[O:12])[OH:13]. Starting materials: NC1=NC=CC=C1O (2-amino-3-hydroxypyridine), 1,1-carbonyldiimidazole, O1CCCC1 (tetrahydrofuran). Product: O1C(NC2=NC=CC=C21)=O (3H-Oxazolo[4,5-b]pyridin-2-one). RXN SMILES: [NH2:1][C:2]1[C:7]([OH:8])=[CH:6][CH:5]=[CH:4][N:3]=1.[O:9]1CCC[CH2:10]1>>[O:8]1[C:7]2[C:2](=[N:3][CH:4]=[CH:5][CH:6]=2)[NH:1][C:10]1=[O:9]. Procedure details: 5.5 g (0.05 mol) of 2-amino-3-hydroxypyridine are introduced into a three-necked flask and the system is placed under argon. 100 ml of anhydrous tetrahydrofuran (THF) are added. 12.15 g (0.075 mol) of 1,1-carbonyldiimidazole are then introduced. The mixture is heated to reflux for 5 hours (under argon). The THF is then evaporated off. The residue is taken up with dichloromethane. Washes of the organic phase are performed with NaOH solution (5%) (6×150 ml); the cyclized product passes into the aq... Reactants: C12(CC3CC(CC(C1)C3)C2)C2=CC=C(OCC(=O)NC=3C=C(C(=O)O)C=CC3)C=C2 (3-[2-(4-adamantan-1-yl-phenoxy)-acetylamino]-benzoic acid), C1=C(C=CC2=CC=CC=C12)N (2-naphthylamine), CCN(C(C)C)C(C)C (DIPEA), C(CCl)Cl (EDC), C=1C=CC2=C(C1)N=NN2O (HOBt). Solvent: C(C)(=O)OCC (ethyl acetate), CN(C)C=O (DMF). The product is C12(CC3CC(CC(C1)C3)C2)C2=CC=C(OCC(=O)NC=3C=C(C(=O)NC1=CC4=CC=CC=C4C=C1)C=CC3)C=C2 (3-[2-(4-adamantan-1-yl-phenoxy)-acetylamino]-N-naphtalene-2-yl-benzamide). Yield: 61.5%. RXN SMILES: [C:1]12([C:11]3[CH:30]=[CH:29][C:14]([O:15][CH2:16][C:17]([NH:19][C:20]4[CH:21]=[C:22]([CH:26]=[CH:27][CH:28]=4)[C:23](O)=[O:24])=[O:18])=[CH:13][CH:12]=3)[CH2:10][CH:5]3[CH2:6][CH:7]([CH2:9][CH:3]([CH2:4]3)[CH2:2]1)[CH2:8]2.[CH:31]1[C:40]2[C:35](=[CH:36][CH:37]=[CH:38][CH:39]=2)[CH:34]=[CH:33][C:32]=1[NH2:41].CCN(C(C)C)C(C)C.C(Cl)CCl.C1C=CC2N(O)N=NC=2C=1>CN(C=O)C.C(OCC)(=O)C>[C:1]12([C:11]3[CH:30]=[CH:29][C:14]([O:15][CH2:16][C:17]([NH:19][C:20]4[CH:21]=[C:22]([CH:26]=[CH:27][CH:28]=4)[C:23]([NH:41][C:32]4[CH:33]=[CH:34][C:35]5[C:40](=[CH:39][CH:38]=[CH:37][CH:36]=5)[CH:31]=4)=[O:24])=[O:18])=[CH:13][CH:12]=3)[CH2:8][CH:7]3[CH2:9][CH:3]([CH2:4][CH:5]([CH2:6]3)[CH2:10]1)[CH2:2]2. Procedure details: To a solution of 3-[2-(4-adamantan-1-yl-phenoxy)-acetylamino]-benzoic acid (20 mg, 0.049 mmol), 2-naphthylamine (10.59 mg, 0.073 mmol) and DIPEA (9.56 mg, 0.073 mmol) in DMF 1 mL was added EDC (14.18 mg, 0.073 mmol) and HOBt (9.99 mg, 0.073 mmol) at room temperature and continued string for 16 h at room temperature. Reaction mixture was diluted with ethyl acetate and sequentially washed with aqueous sodium bicarbonate, brine and water, and dried over MgSO4. The solvent was filtered and evaporate... Reactants: step-ii, FC1=C(C=CC(=C1)C=1C=C2C(=NC1)NC=C2C=2C=NN(C2)CC2=CC(=CC=C2)F)N2CCN(CC2)C(=O)OC(C)(C)C (tert-butyl 4-(2-fluoro-4-(3-(1-(3-fluorobenzyl)-1H-pyrazol-4-yl)-1H-pyrrolo[2,3-b]pyridin-5-yl)phenyl)piperazine-1-carboxylate). Run in C(=O)(C(F)(F)F)O.C(Cl)Cl (TFA DCM). Yields the product FC=1C=C(C=CC1N1CCNCC1)C=1C=C2C(=NC1)NC=C2C=2C=NN(C2)CC2=CC(=CC=C2)F (5-(3-fluoro-4-(piperazin-1-yl)phenyl)-3-(1-(3-fluorobenzyl)-1H-pyrazol-4-yl)-1H-pyrrolo[2,3-b]pyridine). Yield: 18.2%. Reaction SMILES: [F:1][C:2]1[CH:7]=[C:6]([C:8]2[CH:9]=[C:10]3[C:16]([C:17]4[CH:18]=[N:19][N:20]([CH2:22][C:23]5[CH:28]=[CH:27][CH:26]=[C:25]([F:29])[CH:24]=5)[CH:21]=4)=[CH:15][NH:14][C:11]3=[N:12][CH:13]=2)[CH:5]=[CH:4][C:3]=1[N:30]1[CH2:35][CH2:34][N:33](C(OC(C)(C)C)=O)[CH2:32][CH2:31]1>C(O)(C(F)(F)F)=O.C(Cl)Cl>[F:1][C:2]1[CH:7]=[C:6]([C:8]2[CH:9]=[C:10]3[C:16]([C:17]4[CH:18]=[N:19][N:20]([CH2:22][C:23]5[CH:28]=[CH:27][CH:26]=[C:25]([F:29])[CH:24]=5)[CH:21]=4)=[CH:15][NH:14][C:11]3=[N:12][CH:13]=2)[CH:5]=[CH:4][C:3]=1[N:30]1[CH2:35][CH2:34][NH:33][CH2:32][CH2:31]1 |f:1.2|. Procedure details: Using similar reaction conditions as described in step-ii of example-7, tert-butyl 4-(2-fluoro-4-(3-(1-(3-fluorobenzyl)-1H-pyrazol-4-yl)-1H-pyrrolo[2,3-b]pyridin-5-yl)phenyl)piperazine-1-carboxylate (80 mg, 0.140 mmol) was deprotected in TFA/DCM (5/5 ml) to afford 12 mg (93% yield) of the titled compound. 1H NMR (CD3OD, 300 MHz): δ 8.54 (s, 2H), 8.262-8.260 (d, 1H), 7.975-7.973 (d, 1H), 7.74 (s, 1H), 7.59-7.52 (m, 2H), 7.38-7.00 (m, 5H), 5.44 (s, 2H), 3.42-3.40 (m, 8H). MS: m/z=471.2 (M+1), HPLC...